This data is from the Open Reaction Database (ORD), a public repository of structured organic reaction records. The task is: describe an organic reaction: reactants, conditions, products, and yield The reactants are [BH3-]C#N, CCCC(=O)CCC, CO, Cc1ccccc1, [Cl-], [Cl-], CC(C)(C)C1CCC2(CC1)CC(N)CO2, [Na+], [Na+], [OH-], [Zn+2]. Product: CCCC(CCC)NC1COC2(CCC(C(C)(C)C)CC2)C1. Reaction SMILES: [C:24]([BH3-:25])#[N:26].[CH3:16][CH2:17][CH2:18][C:19]([CH2:20][CH2:21][CH3:22])=[O:23].[CH3:30][OH:31].[CH3:35][c:36]1[cH:37][cH:38][cH:39][cH:40][cH:41]1.[Cl-:32].[Cl-:34].[NH2:1][CH:2]1[CH2:3][O:4][C:5]2([CH2:6]1)[CH2:7][CH2:8][CH:9]([C:12]([CH3:13])([CH3:14])[CH3:15])[CH2:10][CH2:11]2.[Na+:27].[Na+:29].[OH-:28].[Zn+2:33]>>[NH:1]([CH:2]1[CH2:3][O:4][C:5]2([CH2:6]1)[CH2:7][CH2:8][CH:9]([C:12]([CH3:13])([CH3:14])[CH3:15])[CH2:10][CH2:11]2)[CH:19]([CH2:18][CH2:17][CH3:16])[CH2:20][CH2:21][CH3:22]. Starting materials: C(C)(C)(C)OC(N(C(=O)OC(C)(C)C)C=1C(S(C[C@@](N1)(C)C1=C(C=CC(=C1)[N+](=O)[O-])CCCO)(=O)=O)(C)C)=O ((R)-tert-butyl-N-(5-(2-(3-hydroxypropyl)-5-nitrophenyl)-2,2,5-trimethyl-1,1-dioxido-5,6-dihydro-2H-1,4-thiazin-3-yl)-N-tert-butoxycarbonyl-carbamate), N1C=NC=C1 (imidazole), C1(=CC=CC=C1)P(C1=CC=CC=C1)C1=CC=CC=C1 (triphenylphosphine), II (iodine). The solvent is C(Cl)Cl (DCM), C(Cl)Cl (DCM). Reaction conditions: temperature 0 celsius, time 2 minute. Product: C(C)(C)(C)OC(NC=1C(S(C[C@@](N1)(C)C1=C(C=CC(=C1)[N+](=O)[O-])CCCI)(=O)=O)(C)C)=O.C(C)(C)(C)OC(=O)NC([O-])=O ((R)-tert-butyl-N-(5-(2-(3-iodopropyl)-5-nitrophenyl)-2,2,5-trimethyl-1,1-dioxido-5,6-dihydro-2H-1,4-thiazin-3-yl)carbamate N-tert-butoxycarbonyl-carbamate). Isolated yield 161.4%. As a reaction SMILES: N1C=CN=C1.C1(P(C2C=CC=CC=2)C2C=CC=CC=2)C=CC=CC=1.[I:25]I.[C:27]([O:31][C:32](=[O:65])[N:33]([C:41]1[C:42]([CH3:64])([CH3:63])[S:43](=[O:62])(=[O:61])[CH2:44][C@:45]([C:48]2[CH:53]=[C:52]([N+:54]([O-:56])=[O:55])[CH:51]=[CH:50][C:49]=2[CH2:57][CH2:58][CH2:59]O)([CH3:47])[N:46]=1)[C:34]([O:36]C(C)(C)C)=[O:35])([CH3:30])([CH3:29])[CH3:28]>C(Cl)Cl>[C:27]([O:31][C:32](=[O:65])[NH:33][C:41]1[C:42]([CH3:64])([CH3:63])[S:43](=[O:62])(=[O:61])[CH2:44][C@:45]([C:48]2[CH:53]=[C:52]([N+:54]([O-:56])=[O:55])[CH:51]=[CH:50][C:49]=2[CH2:57][CH2:58][CH2:59][I:25])([CH3:47])[N:46]=1)([CH3:30])([CH3:29])[CH3:28].[C:27]([O:31][C:32]([NH:33][C:34](=[O:35])[O-:36])=[O:65])([CH3:30])([CH3:28])[CH3:29] |f:5.6|. Reported procedure: A solution of imidazole (64.5 mg, 0.948 mmol) and triphenylphosphine (99 mg, 0.379 mmol) in 1.5 ml DCM was cooled to 0° C. and iodine (96 mg, 0.379 mmol) was added. The mixture was stirred for 2 min at 0° C., then solution of (R)-tert-butyl-N-(5-(2-(3-hydroxypropyl)-5-nitrophenyl)-2,2,5-trimethyl-1,1-dioxido-5,6-dihydro-2H-1,4-thiazin-3-yl)-N-tert-butoxycarbonyl-carbamate (180 mg, 0.316 mmol) in 0.5 ml DCM was added. The mixture was removed from cooling bath and stirred at rt for 20 min. The mix... Reactants: BrN1C(CCC1=O)=O (N-bromosuccinimide), C(C1=CC=CC=C1)(=O)OOC(C1=CC=CC=C1)=O (benzoyl peroxide), C(C)OC(\C=C(/C)\OC1=C(C=CC=C1)CCC)=O ((E)-3-(2-propyl-phenoxy)-but-2-enoic acid ethyl ester). Run in C(Cl)(Cl)(Cl)Cl (carbon tetrachloride). Product: C(C)OC(\C=C(/CBr)\OC1=C(C=CC=C1)CCC)=O ((E)-4-bromo-3-(2-propyl-phenoxy)-but-2-enoic acid ethyl ester). The yield is 49.7%. Reaction SMILES: [CH2:1]([O:3][C:4](=[O:18])/[CH:5]=[C:6](/[O:8][C:9]1[CH:14]=[CH:13][CH:12]=[CH:11][C:10]=1[CH2:15][CH2:16][CH3:17])\[CH3:7])[CH3:2].[Br:19]N1C(=O)CCC1=O.C(OOC(=O)C1C=CC=CC=1)(=O)C1C=CC=CC=1>C(Cl)(Cl)(Cl)Cl>[CH2:1]([O:3][C:4](=[O:18])/[CH:5]=[C:6](/[O:8][C:9]1[CH:14]=[CH:13][CH:12]=[CH:11][C:10]=1[CH2:15][CH2:16][CH3:17])\[CH2:7][Br:19])[CH3:2]. Procedure details: To a stirred mixture of (E)-3-(2-propyl-phenoxy)-but-2-enoic acid ethyl ester (3.10 g, 0.012 mol) in carbon tetrachloride (20 mL) under a nitrogen atmosphere was added N-bromosuccinimide (3.30 g, 0.019 mol) and benzoyl peroxide (300 mg, 0.001 mol). Nitrogen gas was bubbled through the mixture for 5 min, and the resulting mixture was heated to reflux for 4 h. The reaction mixture was then placed in the refrigerator overnight. The solids formed were removed by filtration and the filtrate concentra... Reactants: COC(C1=CC(=C(C=C1)NC(=O)N(CCOC)C=1N(N=C2C=CC=CC12)C1=CC=C(C=C1)Cl)Cl)=O (3-chloro-4-[3-[2-(4-chloro-phenyl)-2H-indazol-3-yl]-3-(2-methoxy-ethyl)-ureido]-benzoic acid methyl ester), [OH-].[Li+] (lithium hydroxide). Solvent: C(Cl)Cl.CCCCCCC (CH2Cl2 heptane). Yields the product ClC=1C=C(C(=O)O)C=CC1NC(=O)N(CCOC)C=1N(N=C2C=CC=CC12)C1=CC=C(C=C1)Cl (3-Chloro-4-[3-[2-(4-chloro-phenyl)-2H-indazol-3-yl]-3-(2-methoxy-ethyl)-ureido]-benzoic acid). As a reaction SMILES: C[O:2][C:3](=[O:35])[C:4]1[CH:9]=[CH:8][C:7]([NH:10][C:11]([N:13]([C:18]2[N:19]([C:27]3[CH:32]=[CH:31][C:30]([Cl:33])=[CH:29][CH:28]=3)[N:20]=[C:21]3[C:26]=2[CH:25]=[CH:24][CH:23]=[CH:22]3)[CH2:14][CH2:15][O:16][CH3:17])=[O:12])=[C:6]([Cl:34])[CH:5]=1.[OH-].[Li+]>C(Cl)Cl.CCCCCCC>[Cl:34][C:6]1[CH:5]=[C:4]([CH:9]=[CH:8][C:7]=1[NH:10][C:11]([N:13]([C:18]1[N:19]([C:27]2[CH:28]=[CH:29][C:30]([Cl:33])=[CH:31][CH:32]=2)[N:20]=[C:21]2[C:26]=1[CH:25]=[CH:24][CH:23]=[CH:22]2)[CH2:14][CH2:15][O:16][CH3:17])=[O:12])[C:3]([OH:35])=[O:2] |f:1.2,3.4|. Reported procedure: In analogy to the procedure described in example 2.2, 3-chloro-4-[3-[2-(4-chloro-phenyl)-2H-indazol-3-yl]-3-(2-methoxy-ethyl)-ureido]-benzoic acid methyl ester was treated with 1 N aqueous lithium hydroxide solution in THF/MeOH 1/1 for 14 h at ambient temperature to give the title compound as yellow foam. MS: m/e=497.1 [M−H−].